Dataset: the Open Reaction Database (ORD), a public repository of structured organic reaction records. Task: describe an organic reaction: reactants, conditions, products, and yield Reactants: CN1C=C(C2=CC=CC=C12)C(C(=O)O)=O ((1-methyl-1H-indol-3-yl)-oxo-acetic acid), C(C1=CC=CC=C1)NCC1=CC=CC=C1 (dibenzylamine). The solvent is CC#N (CH3CN). The product is C(C1=CC=CC=C1)N(C(C(=O)C1=CN(C2=CC=CC=C12)C)=O)CC1=CC=CC=C1 (N,N-Dibenzyl-2-(1-methyl-1H-indol-3-yl)-2-oxo-acetamide). RXN SMILES: [CH3:1][N:2]1[C:10]2[C:5](=[CH:6][CH:7]=[CH:8][CH:9]=2)[C:4]([C:11](=[O:15])[C:12]([OH:14])=O)=[CH:3]1.[CH2:16]([NH:23][CH2:24][C:25]1[CH:30]=[CH:29][CH:28]=[CH:27][CH:26]=1)[C:17]1[CH:22]=[CH:21][CH:20]=[CH:19][CH:18]=1>CC#N>[CH2:24]([N:23]([CH2:16][C:17]1[CH:22]=[CH:21][CH:20]=[CH:19][CH:18]=1)[C:12](=[O:14])[C:11]([C:4]1[C:5]2[C:10](=[CH:9][CH:8]=[CH:7][CH:6]=2)[N:2]([CH3:1])[CH:3]=1)=[O:15])[C:25]1[CH:30]=[CH:29][CH:28]=[CH:27][CH:26]=1. Reported procedure: N,N-Dibenzyl-2-(1-methyl-1H-indol-3-yl)-2-oxo-acetamide was synthesized following scheme II above starting from (1-methyl-1H-indol-3-yl)-oxo-acetic acid and dibenzylamine. Yield (70%). HPLC ret. time 3.70 min, 10-99% CH3CN, 5 min run; 1H NMR (400 MHz, DMSO-d6) δ 8.28 (s, 1H), 8.12 (d, J=7.7 Hz, 1H), 7.61 (d, J=8.1 Hz, 1H), 7.43-7.25 (m, 12H), 4.55 (s, 2H), 4.40 (s, 2H), 3.93 (s, 3H); ESI-MS 383.3 m/z (MH+). Solvent: CCO (EtOH). The yield is 97.6%. The product is C(#N)C1=C(C=2N(N=C1)C(=CC2)C(=O)O)NC2=CC=C(C=C2)OC2=CC=CC=C2 (3-Cyano-4-(4-phenoxy-phenylamino)-pyrrolo[1,2-b]pyridazine-7-carboxylic acid). Procedure details: A mixture of 406 (15.6 mg, 0.039 mmol) and 1N NaOH (150 μl, 0.15 mmol) in EtOH (5 ml) was stirred at 50-70° C. for 15 h. 1N HCl (150 μl, 0.15 mmol) was added, solvent was removed, and the residue was purified by preparative TLC to give the title compound (14.1 mg, 98%) as a tan solid. LCMS Found: (M+H)+=371.1 Reaction SMILES: C([O:3][C:4]([C:6]1[N:10]2[N:11]=[CH:12][C:13]([C:29]#[N:30])=[C:14]([NH:15][C:16]3[CH:21]=[CH:20][C:19]([O:22][C:23]4[CH:28]=[CH:27][CH:26]=[CH:25][CH:24]=4)=[CH:18][CH:17]=3)[C:9]2=[CH:8][CH:7]=1)=[O:5])C.[OH-].[Na+].Cl>CCO>[C:29]([C:13]1[CH:12]=[N:11][N:10]2[C:6]([C:4]([OH:5])=[O:3])=[CH:7][CH:8]=[C:9]2[C:14]=1[NH:15][C:16]1[CH:21]=[CH:20][C:19]([O:22][C:23]2[CH:28]=[CH:27][CH:26]=[CH:25][CH:24]=2)=[CH:18][CH:17]=1)#[N:30] |f:1.2|. Starting materials: C(C)OC(=O)C1=CC=C2N1N=CC(=C2NC2=CC=C(C=C2)OC2=CC=CC=C2)C#N (3-cyano-4-(4-phenoxy-phenylamino)-pyrrolo[1,2-b]pyridazine-7-carboxylic acid ethyl ester), [OH-].[Na+] (NaOH), Cl (HCl). Conditions: temperature 60 celsius, time 15 hour. Reactants: CN1CCC(CC1)C1=CC=C(C=C1)N (4-(1-Methyl-piperidin-4-yl)-phenylamine), CS(=O)C1=NN2C(C=N1)=CC=C2C2=C(C=CC=C2)N(S(=O)(=O)C)C (N-[2-(2-Methanesulfinyl-pyrrolo[2,1-f][1,2,4]triazin-7-yl)-phenyl]-N-methyl-methanesulfonamide), C(C)(C)N(C(C)C)CC (N,N-Diisopropylethylamine). Run at temperature 120 celsius. Yields the product CN(S(=O)(=O)C)C1=C(C=CC=C1)C1=CC=C2C=NC(=NN21)NC2=CC=C(C=C2)C2CCN(CC2)C (N-Methyl-N-(2-{2-[4-(1-methyl-piperidin-4-yl)-phenylamino]-pyrrolo[2,1-f][1,2,4]triazin-7-yl}-phenyl)-methanesulfonamide). RXN SMILES: [CH3:1][N:2]1[CH2:7][CH2:6][CH:5]([C:8]2[CH:13]=[CH:12][C:11]([NH2:14])=[CH:10][CH:9]=2)[CH2:4][CH2:3]1.CS([C:18]1[N:23]=[CH:22][C:21]2=[CH:24][CH:25]=[C:26]([C:27]3[CH:32]=[CH:31][CH:30]=[CH:29][C:28]=3[N:33]([CH3:38])[S:34]([CH3:37])(=[O:36])=[O:35])[N:20]2[N:19]=1)=O.C(N(CC)C(C)C)(C)C>>[CH3:38][N:33]([C:28]1[CH:29]=[CH:30][CH:31]=[CH:32][C:27]=1[C:26]1[N:20]2[C:21]([CH:22]=[N:23][C:18]([NH:14][C:11]3[CH:10]=[CH:9][C:8]([CH:5]4[CH2:6][CH2:7][N:2]([CH3:1])[CH2:3][CH2:4]4)=[CH:13][CH:12]=3)=[N:19]2)=[CH:24][CH:25]=1)[S:34]([CH3:37])(=[O:35])=[O:36]. Procedure details: Into a 8-dram vial, 4-(1-Methyl-piperidin-4-yl)-phenylamine (0.115 g, 0.604 mmol), N-[2-(2-Methanesulfinyl-pyrrolo[2,1-f][1,2,4]triazin-7-yl)-phenyl]-N-methyl-methanesulfonamide (0.100 g, 0.274 mmol), N,N-Diisopropylethylamine (0.1051 mL, 0.6036 mmol) and were added. The reaction was heated at 120° C. overnight. LCMS suggested presence of desired product. The solvent was removed under vacuum. The reaction mixture was purified via HPLC reverse phase chromatography with 0.1% TFA in Water and 0.1% ... Product: NC1=NC=CC(=C1)C=1C=C(C=CC1)NC([C@H](CC1=CC=CC=C1)NCC=1N=CSC1)=O ((2S)—N-(3-(2-Aminopyridin-4-yl)phenyl)-3-phenyl-2-(thiazol-4-ylmethylamino)propanamide). The solvent is C1CCOC1 (THF). Reported procedure: To a solution of tert-butyl (S)-1-(3-(2-aminopyridin-4-yl)phenylamino)-1-oxo-3-phenylpropan-2-ylcarbamate (36.C) (200 mg, 0.46 mmol) in THF (2 mL) was added 4M HCl in dioxane (2 mL, 8 mmol). The mixture was stirred at room temperature for 2 hours and then was concentrated. The residue was neutralized with saturated aqueous NaHCO3 and extracted with 4:1 DCM/isopropanol. The organic layers were combined, washed with brine, dried on MgSO4 and concentrated. The residue was dissolved in DCM and then ... The reactants are NC1=NC=CC(=C1)C=1C=C(C=CC1)NC([C@H](CC1=CC=CC=C1)NC(OC(C)(C)C)=O)=O (Tert-butyl (S)-1-(3-(2-aminopyridin-4-yl)phenylamino)-1-oxo-3-phenylpropan-2-ylcarbamate), Cl (HCl), O1CCOCC1 (dioxane), S1C=NC(=C1)C=O (thiazole-4-carbaldehyde), C(C)(=O)O (acetic acid), C(C)(=O)O[BH-](OC(C)=O)OC(C)=O.[Na+] (sodium triacetoxyborohydride). The yield is 29.4%. RXN SMILES: [NH2:1][C:2]1[CH:7]=[C:6]([C:8]2[CH:9]=[C:10]([NH:14][C:15](=[O:32])[C@@H:16]([NH:24]C(=O)OC(C)(C)C)[CH2:17][C:18]3[CH:23]=[CH:22][CH:21]=[CH:20][CH:19]=3)[CH:11]=[CH:12][CH:13]=2)[CH:5]=[CH:4][N:3]=1.Cl.O1CCOCC1.[S:40]1[CH:44]=[C:43]([CH:45]=O)[N:42]=[CH:41]1.C(O)(=O)C.C(O[BH-](OC(=O)C)OC(=O)C)(=O)C.[Na+]>C1COCC1>[NH2:1][C:2]1[CH:7]=[C:6]([C:8]2[CH:9]=[C:10]([NH:14][C:15](=[O:32])[C@@H:16]([NH:24][CH2:45][C:43]3[N:42]=[CH:41][S:40][CH:44]=3)[CH2:17][C:18]3[CH:19]=[CH:20][CH:21]=[CH:22][CH:23]=3)[CH:11]=[CH:12][CH:13]=2)[CH:5]=[CH:4][N:3]=1 |f:5.6|. Reaction conditions: time 2 hour.